This data is from the Open Reaction Database (ORD), a public repository of structured organic reaction records. The task is: describe an organic reaction: reactants, conditions, products, and yield The reactants are P([O-])([O-])=O (phosphonate), CC(C=CP(OCC)(OCC)=O)=CCC1=C(CCCC1(C)C)C (3-methyl-5-(2,6,6-trimethyl-1-cyclohexen-1-yl)-1,3-pentadienylphosphonic acid, diethyl ester). The product is CC(=CCP(OCC)(OCC)=O)C=CC1=C(CCCC1(C)C)C (3-Methyl-5-(2,6,6-trimethyl-1-cyclohexen-1-yl)-2,4-pentadienylphosphonic Acid, Diethyl Ester). As a reaction SMILES: P(=O)([O-])[O-].[CH3:5][C:6](=[CH:17][CH2:18][C:19]1[C:24]([CH3:26])([CH3:25])[CH2:23][CH2:22][CH2:21][C:20]=1[CH3:27])[CH:7]=[CH:8][P:9](=[O:16])([O:13][CH2:14][CH3:15])[O:10][CH2:11][CH3:12]>>[CH3:5][C:6]([CH:17]=[CH:18][C:19]1[C:24]([CH3:25])([CH3:26])[CH2:23][CH2:22][CH2:21][C:20]=1[CH3:27])=[CH:7][CH2:8][P:9](=[O:16])([O:13][CH2:14][CH3:15])[O:10][CH2:11][CH3:12]. Procedure: A mixture of the vinyl phosphonate produced in accordance with Example VIII (943 mg, 2.77 mmoles) and 99 mg (0.88 mmoles) of potassium tert-butoxide in 12 mL of anhydrous dimethyl sulfoxide (DMSO) was stirred, protected from atmospheric moisture, at 20° C. for 80 minutes. The product was isolated by dilution of the reaction mixture with 100 mL of ether and subsequent washing with 120 mL portions of 10% aqueous sodium chloride (4×120 mL). The organic layer was then dried over anhydrous magnesium ... Reactants: 11, ice, [OH-].[NH4+] (ammonium hydroxide), O (water), Cl (hydrochloric acid), CC1=C(C=C2C(=NNC2=C1)C1=CC=CC=C1)[N+](=O)[O-] (6-methyl-5-nitro-3-phenyl-1H-indazole). The reagents and catalysts are [Fe] (iron). Run in C(C)O (ethanol). Run at temperature 20 celsius. Yields the product NC=1C=C2C(=NNC2=CC1C)C1=CC=CC=C1 (5-amino-6-methyl-3-phenyl-1H-indazole). Yield: 85.6%. RXN SMILES: O.Cl.[CH3:3][C:4]1[CH:12]=[C:11]2[C:7]([C:8]([C:13]3[CH:18]=[CH:17][CH:16]=[CH:15][CH:14]=3)=[N:9][NH:10]2)=[CH:6][C:5]=1[N+:19]([O-])=O.[OH-].[NH4+]>C(O)C.[Fe]>[NH2:19][C:5]1[CH:6]=[C:7]2[C:11](=[CH:12][C:4]=1[CH3:3])[NH:10][N:9]=[C:8]2[C:13]1[CH:14]=[CH:15][CH:16]=[CH:17][CH:18]=1 |f:3.4|. Procedure details: 5-Amino-6-methyl-3-phenyl-1H-indazole can be obtained in the following way: 0.5 ml of water and 0.18 ml of an aqueous 12N hydrochloric acid solution are added to a solution of 0.53 g of 6-methyl-5-nitro-3-phenyl-1H-indazole in 30 ml of ethanol. The reaction mixture is then heated at the reflux of the solvent and 0.36 g of powdered iron are added in 2 steps. The reaction mixture is then stirred at the reflux of the solvent for 4.5 hours and is then cooled to a temperature in the region of 20° C. ... The reactants are C(C=O)(=O)O (glyoxylic acid), C(C)(=O)C=1OC=CC1 (2-acetylfuran). Run in C(C)#N (acetonitrile). Yields the product O1C(=CC=C1)C(C=CC(=O)O)=O (4-(2-Furanyl)-4-oxo-2-butenoic acid). Isolated yield 21.7%. Reaction SMILES: [C:1]([OH:5])(=[O:4])[CH:2]=O.[C:6]([C:9]1[O:10][CH:11]=[CH:12][CH:13]=1)(=[O:8])[CH3:7]>C(#N)C>[O:10]1[CH:11]=[CH:12][CH:13]=[C:9]1[C:6](=[O:8])[CH:7]=[CH:2][C:1]([OH:5])=[O:4]. Procedure details: A mixture of 14.8 g of glyoxylic acid (in 18.5 cc of water) and 22 g of 2-acetylfuran is heated at 125°-135° C. for about 5 hours; the water is removed as it forms via a Dean Stark tube. The mass cyrstallizes over about a 16 hour period and is dissolved in 600 cc of ethyl acetate and extracted into 600 cc of 10% sodium carbonate. The aqueous solution is treated with activated charcoal and a filter aid, and then filtered. It is made strongly acid with 20% HCl and the solid which precipitates is e... As a reaction SMILES: [C:25](=[O:26])([O-:27])[O-:28].[CH2:34]1[O:35][CH2:36][CH2:37][O:38][CH2:39]1.[Cl:31][CH2:32][Cl:33].[K+:29].[K+:30].[NH2:1][c:2]1[cH:3][cH:4][c:5]([Br:13])[c:6]2[c:10]1[C:9](=[O:11])[N:8]([CH3:12])[CH2:7]2.[OH2:40].[c:14]1([CH:20]=[CH:21][B:22]([OH:23])[OH:24])[cH:15][cH:16][cH:17][cH:18][cH:19]1>>[NH2:1][c:2]1[cH:3][cH:4][c:5]([CH:21]=[CH:20][c:14]2[cH:15][cH:16][cH:17][cH:18][cH:19]2)[c:6]2[c:10]1[C:9](=[O:11])[N:8]([CH3:12])[CH2:7]2. Reactants: O=C([O-])[O-], C1COCCO1, ClCCl, [K+], [K+], CN1Cc2c(Br)ccc(N)c2C1=O, O, OB(O)C=Cc1ccccc1. The product is CN1Cc2c(C=Cc3ccccc3)ccc(N)c2C1=O. The reactants are C(O)([O-])=O.[Na+] (sodium hydrogencarbonate), O.[Sn](Cl)Cl (tin (II) chloride monohydrate), ice water, FC1=CC=C(COC2=C(C=C(C(=O)N3CCN(CC3)CC(C)C)C=C2)[N+](=O)[O-])C=C1 (1-[4-(4-fluorobenzyloxy)-3-nitrobenzoyl]-4-isobutylpiperazine). Run in C(C)O (ethanol). Reaction conditions: temperature 70 celsius, time 40 minute. Yields the product NC=1C=C(C(=O)N2CCN(CC2)CC(C)C)C=CC1OCC1=CC=C(C=C1)F (1-[3-amino-4-(4-fluorobenzyloxy)benzoyl]-4-isobutylpiperazine). Isolated yield 89.3%. Reaction SMILES: [F:1][C:2]1[CH:30]=[CH:29][C:5]([CH2:6][O:7][C:8]2[CH:25]=[CH:24][C:11]([C:12]([N:14]3[CH2:19][CH2:18][N:17]([CH2:20][CH:21]([CH3:23])[CH3:22])[CH2:16][CH2:15]3)=[O:13])=[CH:10][C:9]=2[N+:26]([O-])=O)=[CH:4][CH:3]=1.O.[Sn](Cl)Cl.C(=O)([O-])O.[Na+]>C(O)C>[NH2:26][C:9]1[CH:10]=[C:11]([CH:24]=[CH:25][C:8]=1[O:7][CH2:6][C:5]1[CH:4]=[CH:3][C:2]([F:1])=[CH:30][CH:29]=1)[C:12]([N:14]1[CH2:15][CH2:16][N:17]([CH2:20][CH:21]([CH3:23])[CH3:22])[CH2:18][CH2:19]1)=[O:13] |f:1.2,3.4|. Reported procedure: To 85 ml of an ethanol solution containing 1-[4-(4-fluorobenzyloxy)-3-nitrobenzoyl]-4-isobutylpiperazine (HCl free form of Example 8) (17.5g) was added tin (II) chloride monohydrate (47.4 g) and the resulting mixture was stirred at 70° C. for 40 minutes. The mixture was poured into ice water, neutralized with sodium hydrogencarbonate, and then extracted with ethyl acetate. The extract was washed with saturated brine, dried over magnesium sulfate anhydride, and then concentrated under a vacuum. T... The reactants are NC1=CC=C(C=C1)S(=O)(=O)NC1=CC(=NC(=C1)NC)Br (4-amino-N-(2-bromo-6-methylamino-pyridin-4-yl)-benzenesulfonamide), [H][H] (hydrogen). Reagents/catalysts: [Pd] (Pd/C). Solvent: C(C)O (ethanol). Yields the product NC1=CC=C(C=C1)S(=O)(=O)NC1=CC(=NC=C1)NC (4-amino-N-(2-methylamino-pyridin-4-yl)-benzenesulfonamide). Yield: 56.5%. As a reaction SMILES: [NH2:1][C:2]1[CH:7]=[CH:6][C:5]([S:8]([NH:11][C:12]2[CH:17]=[C:16]([NH:18][CH3:19])[N:15]=[C:14](Br)[CH:13]=2)(=[O:10])=[O:9])=[CH:4][CH:3]=1.[H][H]>C(O)C.[Pd]>[NH2:1][C:2]1[CH:7]=[CH:6][C:5]([S:8]([NH:11][C:12]2[CH:13]=[CH:14][N:15]=[C:16]([NH:18][CH3:19])[CH:17]=2)(=[O:9])=[O:10])=[CH:4][CH:3]=1. Procedure details: 0.5 g (0.0014 mol) of 4-amino-N-(2-bromo-6-methylamino-pyridin-4-yl)-benzenesulfonamide was dissolved in 25 ml of ethanol, treated with 0.05 g of Pd/C and hydrogenated with hydrogen gas under normal pressure for 1 hour. The catalyst was filtered off, the filtrate was concentrated and the residue was dissolved in 10 ml of 1N NaOH, filtered and the filtrate was then adjusted pH 8 by means of 1N HCl. The precipitate which separated slowly was filtered off under suction, rinsed and dried in a high v... Starting materials: COC(=O)C(=O)c1ccc(O)cc1, CCOC(=O)N=NC(=O)OCC, C1CCOC1, CCC(C)(C)C(=O)OCc1cccc(C)c1C#CCO, c1ccc(P(c2ccccc2)c2ccccc2)cc1. Product: CCC(C)(C)C(=O)OCc1cccc(C)c1C#CCOc1ccc(C(=O)C(=O)OC)cc1. Reaction SMILES: [CH3:21][O:22][C:23]([C:24](=[O:25])[c:26]1[cH:27][cH:28][c:29]([OH:32])[cH:30][cH:31]1)=[O:33].[O:53]=[C:54]([O:55][CH2:56][CH3:57])[N:58]=[N:59][C:60]([O:61][CH2:62][CH3:63])=[O:64].[O:65]1[CH2:66][CH2:67][CH2:68][CH2:69]1.[OH:1][CH2:2][C:3]#[C:4][c:5]1[c:6]([CH2:12][O:13][C:14]([C:15]([CH2:16][CH3:17])([CH3:18])[CH3:19])=[O:20])[cH:7][cH:8][cH:9][c:10]1[CH3:11].[c:34]1([P:35]([c:36]2[cH:37][cH:38][cH:39][cH:40][cH:41]2)[c:42]2[cH:43][cH:44][cH:45][cH:46][cH:47]2)[cH:48][cH:49][cH:50][cH:51][cH:52]1>>[O:1]([CH2:2][C:3]#[C:4][c:5]1[c:6]([CH2:12][O:13][C:14]([C:15]([CH2:16][CH3:17])([CH3:18])[CH3:19])=[O:20])[cH:7][cH:8][cH:9][c:10]1[CH3:11])[c:29]1[cH:28][cH:27][c:26]([C:24]([C:23]([O:22][CH3:21])=[O:33])=[O:25])[cH:31][cH:30]1. Reactants: S=C(CC1CCCCO1)NCCCl, Cl, [K+], [OH-], O, NCCS. The product is NCCSCCNC(=S)CC1CCCCO1. As a reaction SMILES: [Cl:1][CH2:2][CH2:3][NH:4][C:5]([CH2:6][CH:7]1[O:8][CH2:9][CH2:10][CH2:11][CH2:12]1)=[S:13].[ClH:14].[K+:20].[OH-:19].[OH2:21].[SH:15][CH2:16][CH2:17][NH2:18]>>[CH2:2]([CH2:3][NH:4][C:5]([CH2:6][CH:7]1[O:8][CH2:9][CH2:10][CH2:11][CH2:12]1)=[S:13])[S:15][CH2:16][CH2:17][NH2:18]. Starting materials: N=1N=CN2C1CNCC2 (5,6,7,8-Tetrahydro-[1,2,4]triazolo[4,3-a]pyrazine), [O-]P(=O)([O-])[O-].[K+].[K+].[K+] (K3PO4), CC(C(=O)C1=CN(C2=NC=C(N=C21)C=2C=C(C=CC2)OS(=O)(=O)C(C(C(C(F)(F)F)(F)F)(F)F)(F)F)COCC[Si](C)(C)C)(C)C (1,1,2,2,3,3,4,4,4-nonafluoro-butane-1-sulfonic acid 3-[7-(2,2-dimethyl-propionyl)-5-(2-trimethylsilanyl-ethoxymethyl)-5H-pyrrolo[2,3-b]pyrazin-2-yl]-phenyl ester). Reagents/catalysts: C=1C=CC(=CC1)/C=C/C(=O)/C=C/C2=CC=CC=C2.C=1C=CC(=CC1)/C=C/C(=O)/C=C/C2=CC=CC=C2.C=1C=CC(=CC1)/C=C/C(=O)/C=C/C2=CC=CC=C2.[Pd].[Pd] (Pd2(dba)3). The solvent is C1(=CC=CC=C1)C (toluene). Run at temperature 115 celsius. Product: N=1N=CN2C1CN(CC2)C=2C=C(C=CC2)C=2N=C1C(=NC2)NC=C1C(C(C)(C)C)=O (1-{2-[3-(5,6-Dihydro-8H-[1,2,4]triazolo[4,3-a]pyrazin-7-yl)-phenyl]-5H-pyrrolo[2,3-b]pyrazin-7-yl}-2,2-dimethyl-propan-1-one). Reaction SMILES: [CH3:1][C:2]([CH3:46])([CH3:45])[C:3]([C:5]1[C:13]2[C:8](=[N:9][CH:10]=[C:11]([C:14]3[CH:15]=[C:16](OS(C(F)(F)C(F)(F)C(F)(F)C(F)(F)F)(=O)=O)[CH:17]=[CH:18][CH:19]=3)[N:12]=2)[N:7](COCC[Si](C)(C)C)[CH:6]=1)=[O:4].[N:47]1[N:48]=[CH:49][N:50]2[CH2:55][CH2:54][NH:53][CH2:52][C:51]=12.[O-]P([O-])([O-])=O.[K+].[K+].[K+]>C1(C)C=CC=CC=1.C1C=CC(/C=C/C(/C=C/C2C=CC=CC=2)=O)=CC=1.C1C=CC(/C=C/C(/C=C/C2C=CC=CC=2)=O)=CC=1.C1C=CC(/C=C/C(/C=C/C2C=CC=CC=2)=O)=CC=1.[Pd].[Pd]>[N:47]1[N:48]=[CH:49][N:50]2[CH2:55][CH2:54][N:53]([C:16]3[CH:15]=[C:14]([C:11]4[N:12]=[C:13]5[C:5]([C:3](=[O:4])[C:2]([CH3:45])([CH3:1])[CH3:46])=[CH:6][NH:7][C:8]5=[N:9][CH:10]=4)[CH:19]=[CH:18][CH:17]=3)[CH2:52][C:51]=12 |f:2.3.4.5,7.8.9.10.11|. Procedure: A mixture of 1,1,2,2,3,3,4,4,4-nonafluoro-butane-1-sulfonic acid 3-[7-(2,2-dimethyl-propionyl)-5-(2-trimethylsilanyl-ethoxymethyl)-5H-pyrrolo[2,3-b]pyrazin-2-yl]-phenyl ester (0.175 g, 0.25 mmol, see the experimental below preparation of this compound), 5,6,7,8-Tetrahydro-[1,2,4]triazolo[4,3-a]pyrazine (0.061 g, 0.5 mmol), Pd2(dba)3 (0.041 g, 0.41 mmol), XANPHOS (0.046 g, 0.08 mmol) and K3PO4 in toluene (2 mL) were heated in a microwave oven under an argon atmosphere at 115° C. for 1 h. After co... Starting materials: C1CCOC1, CN(C)c1ccncc1, CCO, Clc1cc(-c2ccccc2)c2ccccc2n1, Nc1ccc(S)cc1. Product: Nc1ccc(Sc2cc(-c3ccccc3)c3ccccc3n2)cc1. As a reaction SMILES: [CH2:26]1[O:27][CH2:28][CH2:29][CH2:30]1.[CH3:31][N:32]([c:33]1[cH:34][cH:35][n:36][cH:37][cH:38]1)[CH3:39].[CH3:40][CH2:41][OH:42].[Cl:1][c:2]1[n:3][c:4]2[cH:5][cH:6][cH:7][cH:8][c:9]2[c:10](-[c:12]2[cH:13][cH:14][cH:15][cH:16][cH:17]2)[cH:11]1.[NH2:18][c:19]1[cH:20][cH:21][c:22]([SH:25])[cH:23][cH:24]1>>[c:2]1([S:25][c:22]2[cH:21][cH:20][c:19]([NH2:18])[cH:24][cH:23]2)[n:3][c:4]2[cH:5][cH:6][cH:7][cH:8][c:9]2[c:10](-[c:12]2[cH:13][cH:14][cH:15][cH:16][cH:17]2)[cH:11]1.